This data is from the Open Reaction Database (ORD), a public repository of structured organic reaction records. The task is: describe an organic reaction: reactants, conditions, products, and yield Starting materials: C(C)OC(C1=CC=CC=C1)=C1C(NC2=CC=CC=C12)=O (3-(1-ethoxy-1-phenyl-methylidene)-2-indolinone), C(CC)(=O)NC1=CC=C(N)C=C1 (4-propionylamino-aniline). Run in CN(C)C=O (DMF), O (water). Run at temperature 150 celsius, time 8 hour. The product is C(CC)(=O)NC1=CC=C(C=C1)N\C(\C1=CC=CC=C1)=C\1/C(NC2=CC=CC=C12)=O ((Z)-3-[1-(4-propionylamino-phenylamino)-1-phenyl-methylidene]-2-indolinone). Reaction SMILES: C(O[C:4](=[C:11]1[C:19]2[C:14](=[CH:15][CH:16]=[CH:17][CH:18]=2)[NH:13][C:12]1=[O:20])[C:5]1[CH:10]=[CH:9][CH:8]=[CH:7][CH:6]=1)C.[C:21]([NH:25][C:26]1[CH:32]=[CH:31][C:29]([NH2:30])=[CH:28][CH:27]=1)(=[O:24])[CH2:22][CH3:23]>CN(C=O)C.O>[C:21]([NH:25][C:26]1[CH:32]=[CH:31][C:29]([NH:30]/[C:4](=[C:11]2\[C:12](=[O:20])[NH:13][C:14]3[C:19]\2=[CH:18][CH:17]=[CH:16][CH:15]=3)/[C:5]2[CH:6]=[CH:7][CH:8]=[CH:9][CH:10]=2)=[CH:28][CH:27]=1)(=[O:24])[CH2:22][CH3:23]. Procedure details: 265 mg (1 mmol) of 3-(1-ethoxy-1-phenyl-methylidene)-2-indolinone are dissolved in 5 ml of DMF and after the addition of 300 mg (1.8 mmol) of 4-propionylamino-aniline stirred for 8 hours at 150° C. After cooling, it is diluted with water, the crystalline product is suction filtered, washed and dried.